This data is from the Open Reaction Database (ORD), a public repository of structured organic reaction records. The task is: describe an organic reaction: reactants, conditions, products, and yield The reactants are C1CCOC1, COCCCO, O=C(O)c1ccc(F)c(C(F)(F)F)c1, [H-], [Na+], CN(C)C=O. The product is COCCCOc1ccc(C(=O)O)cc1C(F)(F)F. As a reaction SMILES: [CH2:28]1[O:29][CH2:30][CH2:31][CH2:32]1.[CH3:1][O:2][CH2:3][CH2:4][CH2:5][OH:6].[F:7][c:8]1[c:9]([C:17]([F:18])([F:19])[F:20])[cH:10][c:11]([C:12](=[O:13])[OH:14])[cH:15][cH:16]1.[H-:22].[Na+:21].[O:23]=[CH:24][N:25]([CH3:26])[CH3:27]>>[CH3:1][O:2][CH2:3][CH2:4][CH2:5][O:6][c:8]1[c:9]([C:17]([F:18])([F:19])[F:20])[cH:10][c:11]([C:12](=[O:13])[OH:14])[cH:15][cH:16]1. The reactants are CN(C1=C(C#N)C(=CC=C1)[N+](=O)[O-])C (2-dimethylamino-6-nitrobenzonitrile), Cl (hydrochloric acid). Reagents/catalysts: [Fe] (iron). The solvent is CO (methanol). Reaction conditions: time 0.5 hour. Yields the product NC1=C(C#N)C(=CC=C1)N(C)C (2-amino-6-dimethylaminobenzonitrile). RXN SMILES: [CH3:1][N:2]([CH3:14])[C:3]1[CH:10]=[CH:9][CH:8]=[C:7]([N+:11]([O-])=O)[C:4]=1[C:5]#[N:6].Cl>[Fe].CO>[NH2:11][C:7]1[CH:8]=[CH:9][CH:10]=[C:3]([N:2]([CH3:14])[CH3:1])[C:4]=1[C:5]#[N:6]. Procedure details: To a suspension of 5.7 g. of 2-dimethylamino-6-nitrobenzonitrile in 20 ml. of methanol and 17 ml. of concentrated hydrochloric acid is added 5.3 g. of iron powder in portions. The mixture is stirred for 1/2 hour, diluted with 200 ml. of water and extracted with methylene chloride which is dried and evaporated in vacuo to yield crude 2-amino-6-dimethylaminobenzonitrile. The reactants are ClC1=NC=NC2=CC(=C(C=C12)OCCCl)OCCCl (4-Chloro-6,7-bis-(2-chloro-ethoxy)-quinazoline), C(#C)C=1C=C(N)C=CC1 (3-ethynyl-aniline). Run in C(C)(C)O (isopropanol). Run at temperature 20 celsius. Yields the product Cl.ClCCOC=1C=C2C(=NC=NC2=CC1OCCCl)NC1=CC(=CC=C1)C#C ([6,7-Bis-(2-chloro-ethoxy)-quinazolin-4-yl]-(3-ethynyl-phenyl)-amine Hydrochloride). RXN SMILES: [Cl:1][C:2]1[C:11]2[C:6](=[CH:7][C:8]([O:16][CH2:17][CH2:18][Cl:19])=[C:9]([O:12][CH2:13][CH2:14][Cl:15])[CH:10]=2)[N:5]=[CH:4][N:3]=1.[C:20]([C:22]1[CH:23]=[C:24]([CH:26]=[CH:27][CH:28]=1)[NH2:25])#[CH:21]>C(O)(C)C>[ClH:1].[Cl:15][CH2:14][CH2:13][O:12][C:9]1[CH:10]=[C:11]2[C:6](=[CH:7][C:8]=1[O:16][CH2:17][CH2:18][Cl:19])[N:5]=[CH:4][N:3]=[C:2]2[NH:25][C:24]1[CH:26]=[CH:27][CH:28]=[C:22]([C:20]#[CH:21])[CH:23]=1 |f:3.4|. Procedure: 4-Chloro-6,7-bis-(2-chloro-ethoxy)-quinazoline (600 mg, 1.87 mmol) and 3-ethynyl-aniline (219 mg, 1.87 mmol) were reacted in refluxing isopropanol (15 mL) under an atmosphere of N2 for 2.5 hours. The mixture was cooled to 20° C. and the precipitated product was filtered, washed With isopropanol and ether and dried in vacuo. (707 mg; 86%; M.P. 230°-240° C. (dec); LC-MS: 402 (MH+); anal. RP18-HPLC RT: 5.35 min.). Procedure: Starting from 1.08 g mono-tert-butyl piperidine-1,4-dicarboxylate and 1 g 2-amino-1,2-diphenyl-ethanol the product may be obtained as described in the literature (see Tet. 2001, 4867). The product is purified by chromatography (method B). 560 mg are obtained as an oil. Analytical HPLC-MS (method A): RT=1.72 min. The reactants are N1(CCC(CC1)C(=O)[O-])C(=O)OC(C)(C)C (mono-tert-butyl piperidine-1,4-dicarboxylate), NC(C(O)C1=CC=CC=C1)C1=CC=CC=C1 (2-amino-1,2-diphenyl-ethanol). Product: C1(=CC=CC=C1)C=1N=C(OC1C1=CC=CC=C1)C1CCN(CC1)C(=O)OC(C)(C)C (tert-butyl 4-(4,5-diphenyloxazol-2-yl)-piperidine-1-carboxylate). As a reaction SMILES: [N:1]1([C:10]([O:12][C:13]([CH3:16])([CH3:15])[CH3:14])=[O:11])[CH2:6][CH2:5][CH:4]([C:7]([O-:9])=O)[CH2:3][CH2:2]1.[NH2:17][CH:18]([C:27]1[CH:32]=[CH:31][CH:30]=[CH:29][CH:28]=1)[CH:19]([C:21]1[CH:26]=[CH:25][CH:24]=[CH:23][CH:22]=1)O>>[C:27]1([C:18]2[N:17]=[C:7]([CH:4]3[CH2:3][CH2:2][N:1]([C:10]([O:12][C:13]([CH3:16])([CH3:15])[CH3:14])=[O:11])[CH2:6][CH2:5]3)[O:9][C:19]=2[C:21]2[CH:22]=[CH:23][CH:24]=[CH:25][CH:26]=2)[CH:28]=[CH:29][CH:30]=[CH:31][CH:32]=1. Starting materials: Brc1cnc2ccccc2c1, CNCCNC, [I-], [I-], [Na+], C1COCCO1, O. Product: Ic1cnc2ccccc2c1. RXN SMILES: [Br:1][c:2]1[cH:3][n:4][c:5]2[cH:6][cH:7][cH:8][cH:9][c:10]2[cH:11]1.[CH3:12][NH:13][CH2:14][CH2:15][NH:16][CH3:17].[I-:18].[I-:20].[Na+:19].[O:21]1[CH2:22][CH2:23][O:24][CH2:25][CH2:26]1.[OH2:27]>>[c:2]1([I:18])[cH:3][n:4][c:5]2[cH:6][cH:7][cH:8][cH:9][c:10]2[cH:11]1. Yields the product CCOC(=O)CCN1CCC(NCc2ccccc2)CC1. Starting materials: [BH3-]C#N, CCO, CC(=O)O, Cl, NCc1ccccc1, [Na+], CCOC(=O)CCN1CCC(=O)CC1. Reaction SMILES: [C:23]([BH3-:24])#[N:25].[CH3:28][CH2:29][OH:30].[CH3:31][C:32](=[O:33])[OH:34].[ClH:27].[NH2:15][CH2:16][c:17]1[cH:18][cH:19][cH:20][cH:21][cH:22]1.[Na+:26].[O:1]=[C:2]1[CH2:3][CH2:4][N:5]([CH2:8][CH2:9][C:10](=[O:11])[O:12][CH2:13][CH3:14])[CH2:6][CH2:7]1>>[CH:2]1([NH:15][CH2:16][c:17]2[cH:18][cH:19][cH:20][cH:21][cH:22]2)[CH2:3][CH2:4][N:5]([CH2:8][CH2:9][C:10](=[O:11])[O:12][CH2:13][CH3:14])[CH2:6][CH2:7]1. The reactants are O=C(Cl)Oc1ccccc1, ClCCl, CN(Cc1nsc(N)n1)C(=O)C1CCCO1, c1ccncc1. Yields the product CN(Cc1nsc(NC(=O)Oc2ccccc2)n1)C(=O)C1CCCO1. RXN SMILES: [Cl:23][C:24](=[O:25])[O:26][c:27]1[cH:28][cH:29][cH:30][cH:31][cH:32]1.[Cl:33][CH2:34][Cl:35].[NH2:1][c:2]1[n:3][c:4]([CH2:7][N:8]([C:9](=[O:10])[CH:11]2[O:12][CH2:13][CH2:14][CH2:15]2)[CH3:16])[n:5][s:6]1.[cH:17]1[cH:18][cH:19][n:20][cH:21][cH:22]1>>[NH:1]([c:2]1[n:3][c:4]([CH2:7][N:8]([C:9](=[O:10])[CH:11]2[O:12][CH2:13][CH2:14][CH2:15]2)[CH3:16])[n:5][s:6]1)[C:24](=[O:25])[O:26][c:27]1[cH:28][cH:29][cH:30][cH:31][cH:32]1. Starting materials: C(C)(C)C=1C=C(C=CC1)[C@H](C)NC(=O)C1=CC2=C(N(C=N2)CC2=CC=C(C=C2)B2OC(C(O2)(C)C)(C)C)C=C1 ((S)—N-(1-(3-isopropylphenyl)ethyl)-1-(4-(4,4,5,5-tetramethyl-1,3,2-dioxaborolan-2-yl)benzyl)-1H-benzo[d]imidazole-5-carboxamide), BrC=1C(=NC=CC1)C(=O)OC (methyl 3-bromopicolinate), C(=O)([O-])[O-].[Na+].[Na+] (Na2CO3), O (water). Reagents/catalysts: C=1C=CC(=CC1)[P](C=2C=CC=CC2)(C=3C=CC=CC3)[Pd]([P](C=4C=CC=CC4)(C=5C=CC=CC5)C=6C=CC=CC6)([P](C=7C=CC=CC7)(C=8C=CC=CC8)C=9C=CC=CC9)[P](C=1C=CC=CC1)(C=1C=CC=CC1)C=1C=CC=CC1 (Pd(PPh3)4). Run in COCCOC.C1CCOC1.O (DME THF H2O). Run at temperature 100 celsius, time 18 hour. Product: C(C)(C)C=1C=C(C=CC1)[C@H](C)NC(=O)C1=CC2=C(N(C=N2)CC2=CC=C(C=C2)C=2C(=NC=CC2)C(=O)OC)C=C1 ((S)-methyl 3-(4-((5-((1-(3-isopropylphenyl)ethyl)carbamoyl)-1H-benzo[d]imidazol-1-yl)methyl)phenyl)picolinate). RXN SMILES: [CH:1]([C:4]1[CH:5]=[C:6]([C@@H:10]([NH:12][C:13]([C:15]2[CH:39]=[CH:38][C:18]3[N:19]([CH2:22][C:23]4[CH:28]=[CH:27][C:26](B5OC(C)(C)C(C)(C)O5)=[CH:25][CH:24]=4)[CH:20]=[N:21][C:17]=3[CH:16]=2)=[O:14])[CH3:11])[CH:7]=[CH:8][CH:9]=1)([CH3:3])[CH3:2].Br[C:41]1[C:42]([C:47]([O:49][CH3:50])=[O:48])=[N:43][CH:44]=[CH:45][CH:46]=1.C([O-])([O-])=O.[Na+].[Na+].O>COCCOC.C1COCC1.O.C1C=CC([P]([Pd]([P](C2C=CC=CC=2)(C2C=CC=CC=2)C2C=CC=CC=2)([P](C2C=CC=CC=2)(C2C=CC=CC=2)C2C=CC=CC=2)[P](C2C=CC=CC=2)(C2C=CC=CC=2)C2C=CC=CC=2)(C2C=CC=CC=2)C2C=CC=CC=2)=CC=1>[CH:1]([C:4]1[CH:5]=[C:6]([C@@H:10]([NH:12][C:13]([C:15]2[CH:39]=[CH:38][C:18]3[N:19]([CH2:22][C:23]4[CH:24]=[CH:25][C:26]([C:41]5[C:42]([C:47]([O:49][CH3:50])=[O:48])=[N:43][CH:44]=[CH:45][CH:46]=5)=[CH:27][CH:28]=4)[CH:20]=[N:21][C:17]=3[CH:16]=2)=[O:14])[CH3:11])[CH:7]=[CH:8][CH:9]=1)([CH3:3])[CH3:2] |f:2.3.4,6.7.8,^1:73,75,94,113|. Procedure: The mixture of (S)—N-(1-(3-isopropylphenyl)ethyl)-1-(4-(4,4,5,5-tetramethyl-1,3,2-dioxaborolan-2-yl)benzyl)-1H-benzo[d]imidazole-5-carboxamide (94 ma, 0.18 mmol), methyl 3-bromopicolinate (20 mg, 0.09 mmol), Pd(PPh3)4 (11 mg, 0.009 mmol) and Na2CO3 (19 mg, 0.18 mmol) in DME/THF/H2O (2.5 mL/1 mL/1 mL) was heated to 100° C. and stirred for 18 hrs under N2. Then the mixture was poured into 10 mL of water, and extracted with EtOAc (10 mL×3), the combined organic layers was washed with water (10 mL) ... The reactants are C[Zn]C (Dimethylzinc), C(C1=CC=CC=C1)ON1C(C2=CC=CC=3C2=C(C1=O)C=C(C3)Br)=O (2-Benzyloxy-5-bromo-benzo[de]isoquinoline-1,3-dione). The reagents and catalysts are Cl[Pd]([P](C1=CC=CC=C1)(C2=CC=CC=C2)C3=CC=CC=C3)([P](C4=CC=CC=C4)(C5=CC=CC=C5)C6=CC=CC=C6)Cl (Pd(PPh3)2Cl2). The solvent is C1CCOC1 (THF). Conditions: time 8 hour. Product: C(C1=CC=CC=C1)ON1C(C2=CC=CC=3C2=C(C1=O)C=C(C3)C)=O (2-Benzyloxy-5-methyl-benzo[de]isoquinoline-1,3-dione). As a reaction SMILES: [CH3:1][Zn]C.[CH2:4]([O:11][N:12]1[C:21](=[O:22])[C:20]2[CH:23]=[C:24](Br)[CH:25]=[C:18]3[C:19]=2[C:14](=[CH:15][CH:16]=[CH:17]3)[C:13]1=[O:27])[C:5]1[CH:10]=[CH:9][CH:8]=[CH:7][CH:6]=1>C1COCC1.Cl[Pd](Cl)([P](C1C=CC=CC=1)(C1C=CC=CC=1)C1C=CC=CC=1)[P](C1C=CC=CC=1)(C1C=CC=CC=1)C1C=CC=CC=1>[CH2:4]([O:11][N:12]1[C:21](=[O:22])[C:20]2[CH:23]=[C:24]([CH3:1])[CH:25]=[C:18]3[C:19]=2[C:14](=[CH:15][CH:16]=[CH:17]3)[C:13]1=[O:27])[C:5]1[CH:10]=[CH:9][CH:8]=[CH:7][CH:6]=1 |^1:35,54|. Procedure details: Dimethylzinc (4 mL, 2 eq.) was added to a suspension of 2-benzyloxy-5-bromo-benzo[de]isoquinoline-1,3-dione (1.5 g, 3.9 mmol, from Example O) and Pd(PPh3)2Cl2 (0.14 g, 0.2 mmol) in dry THF (20 mL). The mixture was stirred under nitrogen at room temperature for 8 hours, filtered, and washed with dimethylacetamide. Concentration of the filtrate gave 1.1 g of the title compound in crude form which was used as is. Reactants: B, CSC, COC(=O)c1cccc(CCC(=O)O)c1. Yields the product COC(=O)c1cccc(CCCO)c1. RXN SMILES: [BH3:19].[CH3:16][S:17][CH3:18].[CH3:1][O:2][C:3](=[O:4])[c:5]1[cH:6][c:7]([CH2:11][CH2:12][C:13](=[O:14])[OH:15])[cH:8][cH:9][cH:10]1>>[CH3:1][O:2][C:3](=[O:4])[c:5]1[cH:6][c:7]([CH2:11][CH2:12][CH2:13][OH:14])[cH:8][cH:9][cH:10]1.